This data is from the Open Reaction Database (ORD), a public repository of structured organic reaction records. The task is: describe an organic reaction: reactants, conditions, products, and yield Reaction SMILES: Cl.[CH2:2]([O:9][NH2:10])[C:3]1[CH:8]=[CH:7][CH:6]=[CH:5][CH:4]=1.[N+:11]([C:14]1[CH:25]=[C:18]2[C:19](OC(=O)[NH:23][C:17]2=[CH:16][CH:15]=1)=[O:20])([O-:13])=[O:12]>>[NH2:23][C:17]1[CH:16]=[CH:15][C:14]([N+:11]([O-:13])=[O:12])=[CH:25][C:18]=1[C:19]([NH:10][O:9][CH2:2][C:3]1[CH:8]=[CH:7][CH:6]=[CH:5][CH:4]=1)=[O:20] |f:0.1|. Isolated yield 71.0%. The product is NC1=C(C(=O)NOCC2=CC=CC=C2)C=C(C=C1)[N+](=O)[O-] (2-amino-5-nitro-N-benzyloxylbenzamide). Procedure details: In the same manner as Example 35(a), O-benzylhydroxylamine hydrochloride (0.52 g, 3.25 mmol) reacted with 5-nitro-isatoic anhydride (0.52 g, 2.5 mmol) to give 2-amino-5-nitro-N-benzyloxylbenzamide as a yellow solid (0.51 g). Reactants: Cl.C(C1=CC=CC=C1)ON (O-benzylhydroxylamine hydrochloride), [N+](=O)([O-])C1=CC=C2C(C(=O)OC(N2)=O)=C1 (5-nitro-isatoic anhydride).